This data is from the Open Reaction Database (ORD), a public repository of structured organic reaction records. The task is: describe an organic reaction: reactants, conditions, products, and yield Reactants: CSC1=NN2C(C=N1)=CC=C2C2=C(C=CC=C2)O (2-(2-Methylsulfanyl-pyrrolo[2,1-f][1,2,4]triazin-7-yl)-phenol), C(Cl)Cl (Methylene chloride), C1=CC(=CC(=C1)Cl)C(=O)OO (m-CPBA). Conditions: time 1 hour. Product: CS(=O)C1=NN2C(C=N1)=CC=C2C2=C(C=CC=C2)O (2-(2-Methanesulfinyl-pyrrolo[2,1-f][1,2,4]triazin-7-yl)-phenol). Isolated yield 86.1%. RXN SMILES: [CH3:1][S:2][C:3]1[N:8]=[CH:7][C:6]2=[CH:9][CH:10]=[C:11]([C:12]3[CH:17]=[CH:16][CH:15]=[CH:14][C:13]=3[OH:18])[N:5]2[N:4]=1.C(Cl)Cl.C1C=C(Cl)C=C(C(OO)=[O:30])C=1>>[CH3:1][S:2]([C:3]1[N:8]=[CH:7][C:6]2=[CH:9][CH:10]=[C:11]([C:12]3[CH:17]=[CH:16][CH:15]=[CH:14][C:13]=3[OH:18])[N:5]2[N:4]=1)=[O:30]. Procedure details: Into a 8-dram vial, 2-(2-Methylsulfanyl-pyrrolo[2,1-f][1,2,4]triazin-7-yl)-phenol (0.530 g, 2.06 mmol) and Methylene chloride (15 mL, 230 mmol)were added. m-CPBA 70-75% (70:30, m-Chloroperbenzoic acid:3-Chlorobenzoic acid, 0.533 g, 2.16 mmol) was added over 10 minutes. The reaction was stirred at room temperature for 1 hour. The reaction was partitioned with DCM and sat. NaHCO3. The organic was separated, washed with Brine, and dried over Na2SO4. The solid was filtered and washed with DCM. The s... Starting materials: C1(CCCCC1)SC(C#N)C1=CC(=C(C=C1)OC)OC (α-(cyclohexylthio)-3,4-dimethoxy benzeneacetonitrile), BrCCCCCCl (bromo-5-chloropentane). The product is ClCCCCCC(C#N)(C1=CC(=C(C=C1)OC)OC)SC1CCCCC1 (α-(5-Chloropentyl)-α-(cyclohexylthio)-3,4-dimethoxy-benzeneacetonitrile). As a reaction SMILES: [CH:1]1([S:7][CH:8]([C:11]2[CH:16]=[CH:15][C:14]([O:17][CH3:18])=[C:13]([O:19][CH3:20])[CH:12]=2)[C:9]#[N:10])[CH2:6][CH2:5][CH2:4][CH2:3][CH2:2]1.Br[CH2:22][CH2:23][CH2:24][CH2:25][CH2:26][Cl:27]>>[Cl:27][CH2:26][CH2:25][CH2:24][CH2:23][CH2:22][C:8]([S:7][CH:1]1[CH2:2][CH2:3][CH2:4][CH2:5][CH2:6]1)([C:11]1[CH:16]=[CH:15][C:14]([O:17][CH3:18])=[C:13]([O:19][CH3:20])[CH:12]=1)[C:9]#[N:10]. Procedure details: The procedure of Example 2 is repeated using 3.0 g of α-(cyclohexylthio)-3,4-dimethoxy benzeneacetonitrile and 2.0 mL of bromo-5-chloropentane. This affords 3.1 g of the desired product as a colorless oil.